From a dataset of the Open Reaction Database (ORD), a public repository of structured organic reaction records. describe an organic reaction: reactants, conditions, products, and yield Reactants: S(=O)(=O)(O)OC1=CC=C(C=C1)NC (4-methylaminophenol hemisulfate), C1=CC(=CC=C1OC(=O)Cl)Cl (4-chlorophenylchloroformate). The product is ClC1=CC=C(C=C1)OC(N(C)C1=CC=C(C=C1)O)=O ((4-Hydroxy-phenyl)-methyl-carbamic acid 4-chloro-phenyl ester). RXN SMILES: S([O:5][C:6]1[CH:11]=[CH:10][C:9]([NH:12][CH3:13])=[CH:8][CH:7]=1)(O)(=O)=O.[CH:14]1[C:19]([O:20][C:21](Cl)=[O:22])=[CH:18][CH:17]=[C:16]([Cl:24])[CH:15]=1>>[Cl:24][C:16]1[CH:17]=[CH:18][C:19]([O:20][C:21](=[O:22])[N:12]([C:9]2[CH:10]=[CH:11][C:6]([OH:5])=[CH:7][CH:8]=2)[CH3:13])=[CH:14][CH:15]=1. Procedure details: In analogy to example 15.1, reaction of 4-methylaminophenol hemisulfate with 4-chlorophenylchloroformate yielded (4-Hydroxy-phenyl)-methyl-carbamic acid 4-chloro-phenyl ester, mp: 143-145° C., dec.; MS: 278 (MH+, 1Cl). Starting materials: CC(=O)N1CCc2c1cc(C)c([N+](=O)[O-])c2C, CO, Cl. Yields the product Cc1cc2c(c(C)c1[N+](=O)[O-])CCN2. As a reaction SMILES: [C:1](=[O:2])([CH3:3])[N:4]1[CH2:5][CH2:6][c:7]2[c:8]([CH3:17])[c:9]([N+:14](=[O:15])[O-:16])[c:10]([CH3:13])[cH:11][c:12]21.[CH3:19][OH:20].[ClH:18]>>[NH:4]1[CH2:5][CH2:6][c:7]2[c:8]([CH3:17])[c:9]([N+:14](=[O:15])[O-:16])[c:10]([CH3:13])[cH:11][c:12]21. Reactants: O=C[C@H](O)[C@@H](O)[C@H](O)CO (xylose), O=C[C@H](O)[C@@H](O)[C@@H](O)CO (L-arabinose), P(=O)(O)(O)OC[C@@H]([C@@H](C(CO)=O)O)O (L-ribulose 5-phosphate), 206C, O=C[C@H](O)[C@@H](O)[C@H](O)CO (xylose), O=C[C@@H](O)[C@H](O)[C@H](O)CO (arabinose). Run in C(C)O (ethanol), C(C)O (ethanol). The product is O=C[C@H](O)[C@@H](O)[C@H](O)[C@H](O)CO (glucose). RXN SMILES: [O:1]=[CH:2][C@@H:3]([C@H:5]([C@@H:7]([CH2:9][OH:10])[OH:8])[OH:6])[OH:4].[O:11]=[CH:12][C@@H]([C@H]([C@H](CO)O)O)O.P(OC[C@H](O)[C@H](O)C(=O)CO)(O)(O)=O.O=C[C@H]([C@@H]([C@@H](CO)O)O)O>C(O)C>[O:1]=[CH:2][C@@H:3]([C@H:5]([C@@H:7]([C@@H:9]([CH2:12][OH:11])[OH:10])[OH:8])[OH:6])[OH:4]. Procedure details: The results presented in FIG. 3 show that in contrast to the control strain containing the shuttle vector alone (206C [pZB186]), the recombinant strain containing the added xylose isomerase, xylulokinase, L-arabinose isomerase, L-ribulokinase, L-ribulose 5-phosphate 4-epimerase, transaldolase and transketolase genes demonstrated growth on and ethanol production from xylose and arabinose, alone or in a combination as a carbon source. The recombinant strain produces ethanol from glucose as efficie... Starting materials: N1CCCCC1 (piperidine), ClCC=1SC=C(N1)C(=O)NC1=C2C=NN(C2=CC(=C1)C1=C2C=CNC2=CC(=C1)F)S(=O)(=O)C1=CC=CC=C1 (2-(chloromethyl)-N-[6-(6-fluoro-1H-indol-4-yl)-1-(phenylsulfonyl)-1H-indazol-4-yl]-1,3-thiazole-4-carboxamide), N1CCCCC1 (piperidine). The solvent is O1CCOCC1.O (dioxane water), C(C)#N (acetonitrile). Conditions: temperature 80 celsius, time 30 minute. Product: FC1=CC(=C2C=CNC2=C1)C1=CC(=C2C=NNC2=C1)NC(=O)C=1N=C(SC1)CN1CCCCC1 (N-[6-(6-Fluoro-1H-indol-4-yl)-1H-indazol-4-yl]-2-(1-piperidinylmethyl)-1,3-thiazole-4-carboxamide). The yield is 23.9%. Reaction SMILES: Cl[CH2:2][C:3]1[S:4][CH:5]=[C:6]([C:8]([NH:10][C:11]2[CH:19]=[C:18]([C:20]3[CH:28]=[C:27]([F:29])[CH:26]=[C:25]4[C:21]=3[CH:22]=[CH:23][NH:24]4)[CH:17]=[C:16]3[C:12]=2[CH:13]=[N:14][N:15]3S(C2C=CC=CC=2)(=O)=O)=[O:9])[N:7]=1.[NH:39]1[CH2:44][CH2:43][CH2:42][CH2:41][CH2:40]1>C(#N)C.O1CCOCC1.O>[F:29][C:27]1[CH:26]=[C:25]2[C:21]([CH:22]=[CH:23][NH:24]2)=[C:20]([C:18]2[CH:17]=[C:16]3[C:12]([CH:13]=[N:14][NH:15]3)=[C:11]([NH:10][C:8]([C:6]3[N:7]=[C:3]([CH2:2][N:39]4[CH2:44][CH2:43][CH2:42][CH2:41][CH2:40]4)[S:4][CH:5]=3)=[O:9])[CH:19]=2)[CH:28]=1 |f:3.4|. Procedure details: To a suspension of 2-(chloromethyl)-N-[6-(6-fluoro-1H-indol-4-yl)-1-(phenylsulfonyl)-1H-indazol-4-yl]-1,3-thiazole-4-carboxamide (50 mg, 0.088 mmol) in acetonitrile (2 ml) was added piperidine (0.02 ml, 0.18 mmol) and the mixture was heated to 80° C. for 2 hours. Further piperidine (0.02 ml, 0.18 mmol) was added and heating was continued at 80° C. for 30 mins. The mixture was cooled to room temperature and the solvent was removed in vacuo. The residue was taken up in MeOH and 2M aqueous NaOH (5 ...